From a dataset of the Open Reaction Database (ORD), a public repository of structured organic reaction records. describe an organic reaction: reactants, conditions, products, and yield Reactants: OCC1=CC=C(O1)C=O (5-(hydroxymethyl)furan-2-carboxaldehyde), C1(=CC=CC=C1)P(C1=CC=CC=C1)C1=CC=CC=C1 (triphenylphosphine), BrN1C(CCC1=O)=O (N-bromosuccinimide). Solvent: ClCCl (dichloromethane). Reaction conditions: temperature -5 celsius, time 30 minute. Yields the product BrCC1=CC=C(O1)C=O (5-(bromomethyl)furan-2-carboxaldehyde). The yield is 86.8%. As a reaction SMILES: [OH:1][CH2:2][C:3]1[O:7][C:6]([CH:8]=O)=[CH:5][CH:4]=1.C1(P(C2C=CC=CC=2)C2C=CC=CC=2)C=CC=CC=1.[Br:29]N1C(=O)CCC1=O>ClCCl>[Br:29][CH2:8][C:6]1[O:7][C:3]([CH:2]=[O:1])=[CH:4][CH:5]=1. Procedure: To a solution of 3.4 g (26.7 mmol) of 5-(hydroxymethyl)furan-2-carboxaldehyde and 7.78 g (29.4 mmol) of triphenylphosphine in 300 ml of dichloromethane at −5° C. are added 5.28 g (29.4 mmol) of N-bromosuccinimide in 10 min. The mixture is stirred at −5° C. for 30 min. The mixture is then concentrated and the residue is purified by chromatography on silica (cyclohexane/AcOet: 7:3) to yield 4.38 g (87%) of 5-(bromomethyl)furan-2-carboxaldehyde in the form of a brown solid. Starting materials: 64, CC1CN(CCC1=O)C(=O)OC (methyl 3-methyl-4-oxo-1-piperidinecarboxylate), C(CN)N (1,2-ethanediamine), [N+](=O)([O-])C (nitromethane). Yields the product CC1CN(CC=C1C[N+](=O)[O-])C(=O)OC (methyl 3,6-dihydro-3-methyl-4-(nitromethyl)-1(2H)-pyridinecarboxylate), intermediate 1. The yield is 87.2%. As a reaction SMILES: [CH3:1][CH:2]1[C:7](=O)[CH2:6][CH2:5][N:4]([C:9]([O:11][CH3:12])=[O:10])[CH2:3]1.C(N)CN.[N+:17]([CH3:20])([O-:19])=[O:18]>>[CH3:1][CH:2]1[C:7]([CH2:20][N+:17]([O-:19])=[O:18])=[CH:6][CH2:5][N:4]([C:9]([O:11][CH3:12])=[O:10])[CH2:3]1. Procedure details: A mixture of 64 parts of methyl 3-methyl-4-oxo-1-piperidinecarboxylate, 305 parts of nitromethane and 3.02 parts of 1,2-ethanediamine was stirred and refluxed for 4 hours. The reaction mixture was evaporated. The residue was taken up in trichloromethane. The solution was washed twice with a dilute hydrochloric acid solution, dried, filtered and evaporated, yielding 70 parts (87.2%) of methyl 3,6-dihydro-3-methyl-4-(nitromethyl)-1(2H)-pyridinecarboxylate as a residue (intermediate 1). Starting materials: OC1=C2C(OCC2=C(C(=C1CC=C(COCP(O)(O)=O)C)OC)C)=O ([4-(4-hydroxy-6-methoxy-7-methyl-3-oxo-1,3-dihydro-isobenzofuran-5-yl)-2-methyl-but-2-enyloxymethyl]-phosphonic acid), C1(=CC=CC=C1)O (phenol), C1(CCCCC1)N=C=NC1CCCCC1 (dicyclohexyl carbodiimide). Reagents/catalysts: CN(C)C=1C=CN=CC1 (DMAP). The solvent is CN(C)C=O (DMF), CN(C)C=O (DMF). Product: C1(=CC=CC=C1)OP(O)(=O)COCC(=CCC=1C(=C2C(OCC2=C(C1OC)C)=O)O)C ([4-(4-hydroxy-6-methoxy-7-methyl-3-oxo-1,3-dihydro-isobenzofuran-5-yl)-2-methyl-but-2-enyloxymethyl]-phosphonic acid monophenyl ester). The yield is 31.7%. RXN SMILES: [OH:1][C:2]1[C:10]([CH2:11][CH:12]=[C:13]([CH3:21])[CH2:14][O:15][CH2:16][P:17](=[O:20])([OH:19])[OH:18])=[C:9]([O:22][CH3:23])[C:8]([CH3:24])=[C:7]2[C:3]=1[C:4](=[O:25])[O:5][CH2:6]2.[C:26]1(O)[CH:31]=[CH:30][CH:29]=[CH:28][CH:27]=1.C1(N=C=NC2CCCCC2)CCCCC1>CN(C=O)C.CN(C1C=CN=CC=1)C>[C:26]1([O:20][P:17]([CH2:16][O:15][CH2:14][C:13]([CH3:21])=[CH:12][CH2:11][C:10]2[C:2]([OH:1])=[C:3]3[C:7](=[C:8]([CH3:24])[C:9]=2[O:22][CH3:23])[CH2:6][O:5][C:4]3=[O:25])(=[O:19])[OH:18])[CH:31]=[CH:30][CH:29]=[CH:28][CH:27]=1. Procedure: To a solution of [4-(4-hydroxy-6-methoxy-7-methyl-3-oxo-1,3-dihydro-isobenzofuran-5-yl)-2-methyl-but-2-enyloxymethyl]-phosphonic acid (49 mg, 0.13 mmol) in DMF (0.4 mL) and phenol (62 mg, 0.65 mmol) was added dicyclohexyl carbodiimide (107 mg, 0.52 mmol) and DMAP (8 mg, 0.065 mmol) in DMF (0.6 mL), slowly at 0° C. The reaction was allowed to warm to room temperature and heated to 140° C. for 10 hours. After cooling to room temperature the mixture was filtered and extracted with aqueous 1N NaOH s... The reactants are [OH-].[Na+] (sodium hydroxide), N(=[N+]=[N-])C1=CC=CC=C1 (azidobenzene), CO.C[O-].[Na+] (sodium methoxide methanol), O=C(CC(=O)OCC)CCC1=CC=CC=C1 (ethyl 3-oxo-5-phenylpentanoate). Solvent: CO (methanol). Reaction conditions: temperature 60 celsius, time 3 hour. Product: C1(=CC=CC=C1)N1N=NC(=C1CCC1=CC=CC=C1)C(=O)O (1-phenyl-5-(2-phenylethyl)-1H-1,2,3-triazole-4-carboxylic acid). Isolated yield 32.8%. As a reaction SMILES: O=[C:2]([CH2:9][CH2:10][C:11]1[CH:16]=[CH:15][CH:14]=[CH:13][CH:12]=1)[CH2:3][C:4]([O:6]CC)=[O:5].[N:17]([C:20]1[CH:25]=[CH:24][CH:23]=[CH:22][CH:21]=1)=[N+:18]=[N-:19].CO.C[O-].[Na+].[OH-].[Na+]>CO>[C:20]1([N:17]2[C:2]([CH2:9][CH2:10][C:11]3[CH:12]=[CH:13][CH:14]=[CH:15][CH:16]=3)=[C:3]([C:4]([OH:6])=[O:5])[N:19]=[N:18]2)[CH:25]=[CH:24][CH:23]=[CH:22][CH:21]=1 |f:2.3.4,5.6|. Reported procedure: A solution of ethyl 3-oxo-5-phenylpentanoate (1.1 g) in methanol (50 ml) was cooled to 0° C.-5° C., azidobenzene (600 mg) and 28% sodium methoxide methanol solution (965 mg) were added and the mixture was stirred at 60° C. for 3 hr. Then, 1N sodium hydroxide (10 ml) was added and the mixture was stirred at 60° C. for 1 hr. The solvent was evaporated under reduced pressure and water (20 ml) was added. 1N Hydrochloric acid was added for neutralization and the mixture was extracted with ethyl aceta... Reactants: N1C(=CC=C1)C(=O)O (pyrrole-2-carboxylic acid), NC1=C(C=CC=C1)S (2-aminothiophenol), B(O)(O)O (boric acid). The solvent is C=1(C(=CC=CC1)C)C (xylene), C(C)(=O)OCC (ethyl acetate). Product: N1C(=CC=C1)C=1SC2=C(N1)C=CC=C2 (2-(pyrrol-2-yl)benzothiazole). The yield is 14.0%. As a reaction SMILES: [NH:1]1[CH:5]=[CH:4][CH:3]=[C:2]1[C:6](O)=O.[NH2:9][C:10]1[CH:15]=[CH:14][CH:13]=[CH:12][C:11]=1[SH:16].B(O)(O)O>C1(C)C(C)=CC=CC=1.C(OCC)(=O)C>[NH:1]1[CH:5]=[CH:4][CH:3]=[C:2]1[C:6]1[S:16][C:11]2[CH:12]=[CH:13][CH:14]=[CH:15][C:10]=2[N:9]=1. Reported procedure: A mixture of 5.55 g (50 mmol) of pyrrole-2-carboxylic acid, 6.26 g (50 mmol) of 2-aminothiophenol and 3.09 g (50 mmol) of boric acid in 250 mL of xylene was heated under reflux for 3 days while removing water which was generated from reaction using a Dean-Stark trap. the cooled reaction mixture was diluted with 200 mL of ethyl acetate, washed with 200 mL of 5% sodium hydroxide solution and then with 200 mL of water. The separated organic layer was dried over anhydrous sodium sulfate. The resulti... The reactants are FC=1C=C(C=CC1)S (3-fluoro-benzenethiol), FC=1C=C(C=CC1)S(=O)(=O)C=1C=C2CCCC(C2=CC1)=O (6-(3-fluoro-benzenesulfonyl)-3,4-dihydro-2H-naphthalen-1-one). Yields the product C1(=CC=CC=C1)S(=O)(=O)C=1C=C2CCCC(C2=CC1)=O (6-Benzenesulfonyl-3,4-dihydro-2H-naphthalen-1-one). RXN SMILES: FC1C=C(S)C=CC=1.F[C:10]1[CH:11]=[C:12]([S:16]([C:19]2[CH:20]=[C:21]3[C:26](=[CH:27][CH:28]=2)[C:25](=[O:29])[CH2:24][CH2:23][CH2:22]3)(=[O:18])=[O:17])[CH:13]=[CH:14][CH:15]=1>>[C:12]1([S:16]([C:19]2[CH:20]=[C:21]3[C:26](=[CH:27][CH:28]=2)[C:25](=[O:29])[CH2:24][CH2:23][CH2:22]3)(=[O:18])=[O:17])[CH:11]=[CH:10][CH:15]=[CH:14][CH:13]=1. Reported procedure: Similarly prepared using the above procedure with 3-fluoro-benzenethiol in step 4, was 6-(3-fluoro-benzenesulfonyl)-3,4-dihydro-2H-naphthalen-1-one. MS: 305 (M+H)+. Starting materials: C=O (Formaldehyde), BrC=1C=CC(=C(C1)C(=O)N1[C@H](CNCC1)C1=CC=C(C=C1)F)F ((5-Bromo-2-fluoro-phenyl)-[(S)-2-(4-fluoro-phenyl)-piperazin-1-yl]-methanone), C(C)(=O)O[BH-](OC(C)=O)OC(C)=O.[Na+] (sodium triacetoxyborohydride). The solvent is CO (methanol). Conditions: time 1 hour. Product: BrC=1C=CC(=C(C1)C(=O)N1[C@H](CN(CC1)C)C1=CC=C(C=C1)F)F ((5-Bromo-2-fluoro-phenyl)-[(S)-2-(4-fluoro-phenyl)-4-methyl-piperazin-1-yl]-methanone). Yield: 81.7%. Reaction SMILES: C=O.[Br:3][C:4]1[CH:5]=[CH:6][C:7]([F:25])=[C:8]([C:10]([N:12]2[CH2:17][CH2:16][NH:15][CH2:14][C@@H:13]2[C:18]2[CH:23]=[CH:22][C:21]([F:24])=[CH:20][CH:19]=2)=[O:11])[CH:9]=1.[C:26](O[BH-](OC(=O)C)OC(=O)C)(=O)C.[Na+]>CO>[Br:3][C:4]1[CH:5]=[CH:6][C:7]([F:25])=[C:8]([C:10]([N:12]2[CH2:17][CH2:16][N:15]([CH3:26])[CH2:14][C@@H:13]2[C:18]2[CH:23]=[CH:22][C:21]([F:24])=[CH:20][CH:19]=2)=[O:11])[CH:9]=1 |f:2.3|. Reported procedure: Formaldehyde (1.47 mL, 19.4 mmol of 37% aqueous solution) was added to (5-Bromo-2-fluoro-phenyl)-[(S)-2-(4-fluoro-phenyl)-piperazin-1-yl]-methanone (0.32 g, 0.65 mmol) in 10 mL of methanol. The mixture was stirred at ambient temperature for 1 h and then sodium triacetoxyborohydride (0.82 g, 3.9 mmol) was added and the resulting mixture was stirred overnight. The volatiles were removed in vacuo, and the residue was portioned between ethyl acetate and 1M sodium bicarbonate solution. The organic ph... Reactants: CC=1C=CC=2N(C1)C=NC2 (6-methyl-imidazo[1,5-a]pyridine), C([O-])(O)=O.[Na+] (sodium bicarbonate), II (iodine). The solvent is C(C)O (ethanol), O (water). Run at time 8 hour. The product is IC=1N=CN2C1C=CC(=C2)C (1-iodo-6-methyl-imidazo[1,5-a]pyridine). The yield is 56.4%. As a reaction SMILES: C(=O)(O)[O-].[Na+].[CH3:6][C:7]1[CH:8]=[CH:9][C:10]2[N:11]([CH:13]=[N:14][CH:15]=2)[CH:12]=1.[I:16]I>O.C(O)C>[I:16][C:15]1[N:14]=[CH:13][N:11]2[CH:12]=[C:7]([CH3:6])[CH:8]=[CH:9][C:10]=12 |f:0.1|. Procedure details: In a round-bottomed flask, sodium bicarbonate (215 mg, 2.56 mmol) was suspended in water (0.6 ml) and ethanol (1.2 ml). 6-methyl-imidazo[1,5-a]pyridine (90 mg, 0.68 mmol) was added followed by iodine (242 mg, 0.95 mmol). The dark brown suspension was stirred at room temperature overnight then quenched with 10% Na2S2O3-solution and extracted with EtOAc (2×). The organic layers were washed with water and brine then dried over sodium sulfate, filtered and concentrated. The residue was chromatograph...